Dataset: the Open Reaction Database (ORD), a public repository of structured organic reaction records. Task: describe an organic reaction: reactants, conditions, products, and yield The reactants are C(C)(C)(CC(C)(C)C)C1=CC=C(C=C1)C (4-t-octyltoluene), N1=CC=CC=C1 (pyridine), [OH-].[K+] (KOH), [O-][Mn](=O)(=O)=O.[K+] (KMnO4). Run in C(C)O (ethanol). Reaction conditions: time 30 minute. Product: C(C)(C)(CC(C)(C)C)C1=CC=C(C(=O)O)C=C1 (4-t-Octylbenzoic acid). As a reaction SMILES: [C:1]([C:9]1[CH:14]=[CH:13][C:12]([CH3:15])=[CH:11][CH:10]=1)([CH2:4][C:5]([CH3:8])([CH3:7])[CH3:6])([CH3:3])[CH3:2].N1C=CC=CC=1.[OH-:22].[K+].[O-:24][Mn](=O)(=O)=O.[K+]>C(O)C>[C:1]([C:9]1[CH:14]=[CH:13][C:12]([C:15]([OH:24])=[O:22])=[CH:11][CH:10]=1)([CH2:4][C:5]([CH3:7])([CH3:8])[CH3:6])([CH3:2])[CH3:3] |f:2.3,4.5|. Procedure details: A mixture of 61.31 grams (0.30 mol) of 4-t-octyltoluene, 161.5 grams of pyridine, and 80.8 grams of 32% KOH was heated on a steam bath. To this mixture was added, in 10 gram portions every 30 minutes, 117.22 grams (0.74 mol) of KMnO4. The reaction mixture was heated overnight and then 10 ml of ethanol was added. After 30 minutes, the mixture was filtered hot and the solid was washed with water. The combined filtrate and washes were heated for another 10 minutes on a steam bath and filtered again... The reactants are [Mg] (magnesium), C1(=CC=CC=C1)CCC=1C=C(C=CC1)Br (3-(2-phenylethyl)-bromobenzene), C(C)(=O)O (acetic acid). Solvent: O1CCCC1 (tetrahydrofuran), O1CCCC1 (tetrahydrofuran). Run at time 1 hour. The product is C1(=CC=CC=C1)CCC=1C=C(C=CC1)C(C)=O (1-(3-(2-phenylethyl)-phenyl)-ethanone). The yield is 92.0%. Reaction SMILES: [Mg].[C:2]1([CH2:8][CH2:9][C:10]2[CH:11]=[C:12](Br)[CH:13]=[CH:14][CH:15]=2)[CH:7]=[CH:6][CH:5]=[CH:4][CH:3]=1.[C:17](O)(=[O:19])[CH3:18]>O1CCCC1>[C:2]1([CH2:8][CH2:9][C:10]2[CH:11]=[C:12]([C:17](=[O:19])[CH3:18])[CH:13]=[CH:14][CH:15]=2)[CH:7]=[CH:6][CH:5]=[CH:4][CH:3]=1. Procedure details: A Grignard compound synthesized from 1.0 g of magnesium and 10.0 g of 3-(2-phenylethyl)-bromobenzene in 30 ml of tetrahydrofuran was dropped at -60° C. under stirring for 3 min into 7.6 g of anhydrous acetic acid dissolved in 20 ml of tetrahydrofuran in a nitrogen atmosphere and stirred for further one hour. Then, the reaction solution was poured into a mixture of ice and an aqueous saturated solution of ammonium chloride and extracted with toluene. After separating the solution, it was washed w... Reactants: C12(C(CCC(C1(C)C)C2)(C)O)O.BrCCCCCB([O-])[O-] ((+)-pinanediol 5-bromo-pentane-1-boronate), C(Cl)Cl (methylenechloride), C(CCC)[Li] (n-butyllithium). Reagents/catalysts: [Cl-].[Cl-].[Zn+2] (ZnCl2). Solvent: C1CCOC1 (THF), C1CCOC1 (THF), C1CCOC1 (THF), Organometallics. Run at temperature -100 celsius, time 15 minute. The product is C12(C(CCC(C1(C)C)C2)(C)O)O.Cl[C@H](CCCCBr)B([O-])[O-] ((+ )-pinanediol (S)-1-chloro-5-bromo-pentane-1-boronate). As a reaction SMILES: C(Cl)[Cl:2].C([Li])CCC.[C:9]12([OH:20])[CH2:17][CH:13]([C:14]1([CH3:16])[CH3:15])[CH2:12][CH2:11][C:10]2([OH:19])[CH3:18].[Br:21][CH2:22][CH2:23][CH2:24][CH2:25][CH2:26][B:27]([O-:29])[O-:28]>C1COCC1.[Cl-].[Cl-].[Zn+2]>[C:9]12([OH:20])[CH2:17][CH:13]([C:14]1([CH3:16])[CH3:15])[CH2:12][CH2:11][C:10]2([OH:19])[CH3:18].[Cl:2][C@@H:26]([B:27]([O-:29])[O-:28])[CH2:25][CH2:24][CH2:23][CH2:22][Br:21] |f:2.3,5.6.7,8.9|. Reported procedure: The desired (+)-pinanediol-(S)-1-chloro-5-bromo-pentane-1-boronate is prepared according to the procedure given in Organometallics 3, 1284 (1984). Therefore methylenechloride (9.8 ml) in THF is cooled to -100° C. and n-butyllithium (71.6 ml 1.6M solution, 114.5 mMol) is added over 20 min. After 15 min at -100° C., a cold (-78° C.) solution of (+)-pinanediol-5-bromo-pentane-1-boronate (32,8 g, 104.1 mMol) in THF is added. After additional 1 hr at -100° C. anhydrous ZnCl2 (7.1 g, 52,0 mMol) in THF... Reactants: CC1CN(C(=O)OC(C)(C)C)CC2Cc3ccc(Br)nc3N12, N=C(c1ccccc1)c1ccccc1, O=C([O-])O, CC(C)(C)[O-], Cc1ccccc1, ClC(Cl)Cl, [Na+], [Na+], O=C(C=Cc1ccccc1)C=Cc1ccccc1, O=C(C=Cc1ccccc1)C=Cc1ccccc1, O=C(C=Cc1ccccc1)C=Cc1ccccc1, [Pd], [Pd]. The product is CC1CN(C(=O)OC(C)(C)C)CC2Cc3ccc(N=C(c4ccccc4)c4ccccc4)nc3N12. Reaction SMILES: [C:1]([CH3:2])([CH3:3])([CH3:4])[O:5][C:6](=[O:7])[N:8]1[CH2:9][CH:10]2[CH2:11][c:12]3[cH:13][cH:14][c:15]([Br:22])[n:16][c:17]3[N:18]2[CH:19]([CH3:21])[CH2:20]1.[C:23]([c:24]1[cH:25][cH:26][cH:27][cH:28][cH:29]1)([c:30]1[cH:31][cH:32][cH:33][cH:34][cH:35]1)=[NH:36].[C:43](=[O:44])([OH:45])[O-:46].[CH3:37][C:38]([CH3:39])([O-:40])[CH3:41].[CH3:48][c:49]1[cH:50][cH:51][cH:52][cH:53][cH:54]1.[CH:111]([Cl:112])([Cl:113])[Cl:114].[Na+:42].[Na+:47].[O:57]=[C:58]([CH:59]=[CH:60][c:61]1[cH:62][cH:63][cH:64][cH:65][cH:66]1)[CH:67]=[CH:68][c:69]1[cH:70][cH:71][cH:72][cH:73][cH:74]1.[O:75]=[C:76]([CH:77]=[CH:78][c:79]1[cH:80][cH:81][cH:82][cH:83][cH:84]1)[CH:85]=[CH:86][c:87]1[cH:88][cH:89][cH:90][cH:91][cH:92]1.[O:93]=[C:94]([CH:95]=[CH:96][c:97]1[cH:98][cH:99][cH:100][cH:101][cH:102]1)[CH:103]=[CH:104][c:105]1[cH:106][cH:107][cH:108][cH:109][cH:110]1.[Pd:55].[Pd:56]>>[C:1]([CH3:2])([CH3:3])([CH3:4])[O:5][C:6](=[O:7])[N:8]1[CH2:9][CH:10]2[CH2:11][c:12]3[cH:13][cH:14][c:15]([N:36]=[C:23]([c:24]4[cH:25][cH:26][cH:27][cH:28][cH:29]4)[c:30]4[cH:31][cH:32][cH:33][cH:34][cH:35]4)[n:16][c:17]3[N:18]2[CH:19]([CH3:21])[CH2:20]1. Starting materials: ClC1=NC2=C(C=CC3=C(N(C2)C(C)=O)C=CC=C3)C=C1 (1-(2-chloro-12H-1,11-diaza-dibenzo[a,e]cycloocten-11-yl)-ethanone), C(C)(=O)C1=C(C=CC=C1)B(O)O (2-acetylphenylboronic acid), C(C)(=O)N1CC2=C(C=CC3=C1C=CC=C3)N=C(C(=C2)F)C=2C=NC(=CC2)OC (6-Acetyl-3-fluoro-5,6-dihydro-2-(6-methoxy-3-pyridinyl)-pyrido[3,2-c][1]benzazocine). Yields the product C(C)(=O)N1CC2=C(C=CC3=C1C=CC=C3)C=CC(=N2)C2=C(C=CC=C2)C(C)=O (11-Acetyl-2-(2-acetylphenyl)-11,12-dihydropyrido[2,3-c][1]benzazocine). Isolated yield 92.0%. As a reaction SMILES: Cl[C:2]1[CH:20]=[CH:19][C:5]2[CH:6]=[CH:7][C:8]3[CH:18]=[CH:17][CH:16]=[CH:15][C:9]=3[N:10]([C:12](=[O:14])[CH3:13])[CH2:11][C:4]=2[N:3]=1.[C:21]([C:24]1[CH:29]=[CH:28][CH:27]=[CH:26][C:25]=1B(O)O)(=[O:23])[CH3:22].C(N1C2C=CC=CC=2C=CC2N=C(C3C=NC(OC)=CC=3)C(F)=CC=2C1)(=O)C>>[C:12]([N:10]1[C:9]2[CH:15]=[CH:16][CH:17]=[CH:18][C:8]=2[CH:7]=[CH:6][C:5]2[CH:19]=[CH:20][C:2]([C:25]3[CH:26]=[CH:27][CH:28]=[CH:29][C:24]=3[C:21](=[O:23])[CH3:22])=[N:3][C:4]=2[CH2:11]1)(=[O:14])[CH3:13]. Reported procedure: The title compound (6.1 mg, 92%) was prepared from 55C (5.0 mg, 0.018 mmol) and 2-acetylphenylboronic acid (2.9 mg, 0.018 mmol) by a route analogous to that used for the preparation of 2B. HPLC Rt=2.363 min; LCMS Found: (M+H)+=369. Reactants: Cl (hydrochloric acid), ClC1=NC=CC=C1O (2-chloro-3-hydroxypyridine), [I-].[Na+] (sodium iodide), CC=1C=CC(=CC1)S(=O)(=O)NCl (Chloramine T). Run in O (water), C(C)(=O)OCC (ethyl acetate), C(C)(=O)OCC (ethyl acetate), CN(C=O)C (dimethylformamide), CCCCCC (hexane). Conditions: time 1 hour. Product: ClC1=NC(=CC=C1O)I (2-Chloro-6-iodopyridin-3-ol). Isolated yield 91.2%. Reaction SMILES: [Cl:1][C:2]1[C:7]([OH:8])=[CH:6][CH:5]=[CH:4][N:3]=1.[I-:9].[Na+].CC1C=CC(S(NCl)(=O)=O)=CC=1.Cl>CN(C)C=O.CCCCCC.C(OCC)(=O)C.O>[Cl:1][C:2]1[C:7]([OH:8])=[CH:6][CH:5]=[C:4]([I:9])[N:3]=1 |f:1.2|. Procedure: After dissolving 2-chloro-3-hydroxypyridine (5.00 g, 38.6 mmol) and sodium iodide (5.79 g, 38.6 mmol) in dimethylformamide (70 ml), Chloramine T (10.9 g, 38.6 mmol) was added while cooling on ice, and then the mixture was stirred at room temperature for 1 hour. Upon adding 2N aqueous hydrochloric acid (19.3 ml, 38.6 mmol) after the reaction, the reaction solution was distributed between ethyl acetate and water, the organic layer was washed with water and saturated saline and dried over anhydrous... Procedure: A solution of ethyl 4-chloro-2-(methylthio)pyrimidine-5-carboxylate (3.0 g, 12.89 mmol), tributyl(1-ethoxyvinyl)stannane (4.79 ml, 14.18 mmol) and bis(triphenylphosphine)palladium dichloride (0.452 g, 0.645 mmol) in N,N-dimethylformamide (43 mL) was heated to 70° C. for 1 hour. The mixture was cooled, treated with a solution of KF (1.5 g in 3 mL water) and stirred overnight at room temperature. The mixture was diluted with water and ether and filtered through diatomaceous earth. The layers were ... Yields the product C(C)OC(=C)C1=NC(=NC=C1C(=O)OCC)SC (ethyl 4-(1-ethoxyvinyl)-2-(methylthio)pyrimidine-5-carboxylate). As a reaction SMILES: Cl[C:2]1[C:7]([C:8]([O:10][CH2:11][CH3:12])=[O:9])=[CH:6][N:5]=[C:4]([S:13][CH3:14])[N:3]=1.C([Sn](CCCC)(CCCC)[C:20]([O:22][CH2:23][CH3:24])=[CH2:21])CCC.[F-].[K+]>CN(C)C=O.O.CCOCC.Cl[Pd](Cl)([P](C1C=CC=CC=1)(C1C=CC=CC=1)C1C=CC=CC=1)[P](C1C=CC=CC=1)(C1C=CC=CC=1)C1C=CC=CC=1>[CH2:23]([O:22][C:20]([C:2]1[C:7]([C:8]([O:10][CH2:11][CH3:12])=[O:9])=[CH:6][N:5]=[C:4]([S:13][CH3:14])[N:3]=1)=[CH2:21])[CH3:24] |f:2.3,^1:48,67|. Solvent: CN(C=O)C (N,N-dimethylformamide), O (water), CCOCC (ether). Starting materials: ClC1=NC(=NC=C1C(=O)OCC)SC (ethyl 4-chloro-2-(methylthio)pyrimidine-5-carboxylate), C(CCC)[Sn](C(=C)OCC)(CCCC)CCCC (tributyl(1-ethoxyvinyl)stannane), [F-].[K+] (KF). Run at time 8 hour. Reagents/catalysts: Cl[Pd]([P](C1=CC=CC=C1)(C2=CC=CC=C2)C3=CC=CC=C3)([P](C4=CC=CC=C4)(C5=CC=CC=C5)C6=CC=CC=C6)Cl (bis(triphenylphosphine)palladium dichloride). The reactants are OC1=C2CCN(CC2=CC=C1OC)C(=O)OC(C)(C)C (tert-butyl 5-hydroxy-6-methoxy-1,2,3,4-tetrahydroisoquinoline-2-carboxylate), B(Br)(Br)Br (BBr3). Run at temperature 0 celsius. Procedure details: Into a 100-mL 3-necked round-bottom flask purged and maintained with an inert atmosphere of nitrogen, was placed tert-butyl 5-hydroxy-6-methoxy-1,2,3,4-tetrahydroisoquinoline-2-carboxylate (70 mg, 0.25 mmol, 1.00 equiv) and dichloromethane (30 mL). This was followed by the addition of BBr3 (187 mg) dropwise with stirring at 0° C. The resulting solution was stirred for 1 h at 0° C. in a water/ice bath. The resulting mixture was concentrated under vacuum. This resulted in 100 mg (crude) of 5,6-dih... The solvent is ClCCl (dichloromethane). Reaction SMILES: [OH:1][C:2]1[C:11]([O:12]C)=[CH:10][CH:9]=[C:8]2[C:3]=1[CH2:4][CH2:5][N:6](C(OC(C)(C)C)=O)[CH2:7]2.B(Br)(Br)Br>ClCCl>[OH:1][C:2]1[C:11]([OH:12])=[CH:10][CH:9]=[C:8]2[C:3]=1[CH2:4][CH2:5][NH:6][CH2:7]2. Product: OC1=C2CCNCC2=CC=C1O (5,6-dihydroxy-1,2,3,4-tetrahydroisoquinoline). The reactants are O=c1ccn(CC(O)CO)c(C(O)c2ccccc2)c1OCc1ccccc1, CCO, ClCCl. The product is O=c1ccn(CC(O)CO)c(C(O)c2ccccc2)c1O. Reaction SMILES: [CH2:1]([c:2]1[cH:3][cH:4][cH:5][cH:6][cH:7]1)[O:8][c:9]1[c:10]([CH:21]([c:22]2[cH:23][cH:24][cH:25][cH:26][cH:27]2)[OH:28])[n:11]([CH2:16][CH:17]([CH2:18][OH:19])[OH:20])[cH:12][cH:13][c:14]1=[O:15].[CH2:29]([OH:30])[CH3:31].[Cl:32][CH2:33][Cl:34]>>[OH:8][c:9]1[c:10]([CH:21]([c:22]2[cH:23][cH:24][cH:25][cH:26][cH:27]2)[OH:28])[n:11]([CH2:16][CH:17]([CH2:18][OH:19])[OH:20])[cH:12][cH:13][c:14]1=[O:15].